This data is from the Open Reaction Database (ORD), a public repository of structured organic reaction records. The task is: describe an organic reaction: reactants, conditions, products, and yield Reaction conditions: time 1 hour. The yield is 64.0%. Starting materials: C(#N)[BH3-].[Na+] (Sodium cyanoborohydride), C(C(C)C)C=1C=CC2=C(C=C(O2)C2=CC=C(C=O)C=C2)C1 (4-(5-isobutylbenzofuran-2-yl)benzaldehyde), C(C)(=O)O (acetic acid), N1CC(C1)C(=O)O (azetidine-3-carboxylic acid). Run in C(Cl)Cl.CO (DCM MeOH), CS(=O)C (DMSO). RXN SMILES: [CH2:1]([C:5]1[CH:6]=[CH:7][C:8]2[O:12][C:11]([C:13]3[CH:20]=[CH:19][C:16]([CH:17]=O)=[CH:15][CH:14]=3)=[CH:10][C:9]=2[CH:21]=1)[CH:2]([CH3:4])[CH3:3].C(O)(=O)C.[NH:26]1[CH2:29][CH:28]([C:30]([OH:32])=[O:31])[CH2:27]1.C([BH3-])#N.[Na+]>C(Cl)Cl.CO.CS(C)=O>[CH2:1]([C:5]1[CH:6]=[CH:7][C:8]2[O:12][C:11]([C:13]3[CH:14]=[CH:15][C:16]([CH2:17][N:26]4[CH2:29][CH:28]([C:30]([OH:32])=[O:31])[CH2:27]4)=[CH:19][CH:20]=3)=[CH:10][C:9]=2[CH:21]=1)[CH:2]([CH3:3])[CH3:4] |f:3.4,5.6|. Yields the product C(C(C)C)C=1C=CC2=C(C=C(O2)C2=CC=C(C=C2)CN2CC(C2)C(=O)O)C1 (1-((4-(5-isobutylbenzofuran-2-yl)phenyl)methyl)azetidine-3-carboxylic acid). Reported procedure: A mixture of 4-(5-isobutylbenzofuran-2-yl)benzaldehyde (30 mg, 0.11 mmol), acetic acid (10 μL, 0.15 mmol) and azetidine-3-carboxylic acid (16 mg, 0.16 mmol) in DCM/MeOH (1:1, 2 mL) was stirred at room temperature for 1 h. Sodium cyanoborohydride (3.4 mg, 0.054 mmol) was added and the reaction mixture was stirred for 3 h at room temperature. After concentration of solvent under reduced pressure, the resulting residue was dissolved in an aliquot of DMSO and purified by reverse phase preparative HP... Starting materials: CCC=O, CC(C)(C)OC(=O)C(Cl)Cl, C1CCOC1, O. Yields the product CCC1OC1(Cl)C(=O)OC(C)(C)C. As a reaction SMILES: [CH:11]([CH2:12][CH3:13])=[O:14].[Cl:1][CH:2]([C:3](=[O:4])[O:5][C:6]([CH3:7])([CH3:8])[CH3:9])[Cl:10].[O:16]1[CH2:17][CH2:18][CH2:19][CH2:20]1.[OH2:15]>>[C:2]1([C:3](=[O:4])[O:5][C:6]([CH3:7])([CH3:8])[CH3:9])([Cl:10])[CH:11]([CH2:12][CH3:13])[O:14]1. The reactants are OC=1C(=C(C=O)C=CC1OC)[N+](=O)[O-] (3-hydroxy4-methoxy-2-nitrobenzaldehyde), OC=1C=C(C=O)C(=CC1OC)[N+](=O)[O-] (3-hydroxy4-methoxy-6-nitrobenzaldehyde), CN(C)C=O (DMF), C([O-])([O-])=O.[K+].[K+] (potassium carbonate), BrCCCCC (bromopentane). Run in CCCCCC.C(C)(=O)OCC (hexane ethyl acetate), O (Water). Run at temperature 100 celsius, time 4 hour. Yields the product N1=CC=C(C=C1)CCNCCC1=CC=NC=C1 (bis[2-(4-pyridyl)ethyl]amine). Reaction SMILES: OC1[C:3]([N+:12]([O-])=O)=[C:4]([CH:7]=[CH:8][C:9]=1OC)C=O.OC1C=[C:18]([C:21]([N+:26]([O-])=O)=CC=1OC)C=O.[C:29](=O)([O-])[O-].[K+].[K+].BrC[CH2:37][CH2:38][CH2:39][CH3:40].C[N:42]([CH:44]=O)[CH3:43]>CCCCCC.C(OCC)(=O)C.O>[N:42]1[CH:44]=[CH:40][C:39]([CH2:38][CH2:37][NH:26][CH2:21][CH2:18][C:7]2[CH:4]=[CH:3][N:12]=[CH:9][CH:8]=2)=[CH:29][CH:43]=1 |f:2.3.4,7.8|. Procedure details: A mixture of 3-hydroxy4-methoxy-2-nitrobenzaldehyde and 3-hydroxy4-methoxy-6-nitrobenzaldehyde, and DMF (700 ml) were mixed, and potassium carbonate (136.7 mg, 989 mmol) and bromopentane (122.7 ml, 989 mmol) were successively added to this solution. The reaction mixture was stirred at 100° C. for 4 hours and fltered. Water (600 ml) and hexane-ethyl acetate (1:1, 600 ml) were added to the filtrate for separation. The aqueous layer was extracted with hexane-ethyl acetate (1:1, 600 ml). The organic... Reactants: CC(C)(C)OC(=O)CBr, Clc1c2ccccc2nn1-c1ccc(OCC2CCCN2)cc1. The product is CC(C)(C)OC(=O)CN1CCCC1COc1ccc(-n2nc3ccccc3c2Cl)cc1. As a reaction SMILES: [Br:24][CH2:25][C:26](=[O:27])[O:28][C:29]([CH3:30])([CH3:31])[CH3:32].[Cl:1][c:2]1[n:3](-[c:11]2[cH:12][cH:13][c:14]([O:17][CH2:18][CH:19]3[NH:20][CH2:21][CH2:22][CH2:23]3)[cH:15][cH:16]2)[n:4][c:5]2[cH:6][cH:7][cH:8][cH:9][c:10]12>>[Cl:1][c:2]1[n:3](-[c:11]2[cH:12][cH:13][c:14]([O:17][CH2:18][CH:19]3[N:20]([CH2:25][C:26](=[O:27])[O:28][C:29]([CH3:30])([CH3:31])[CH3:32])[CH2:21][CH2:22][CH2:23]3)[cH:15][cH:16]2)[n:4][c:5]2[cH:6][cH:7][cH:8][cH:9][c:10]12.